Task: describe an organic reaction: reactants, conditions, products, and yield. Dataset: the Open Reaction Database (ORD), a public repository of structured organic reaction records Starting materials: CCC(C)C(C(=O)OC(C)(C)C)N1CC(=O)NC1=O, ClCCl, CCOC(=O)N=NC(=O)OCC, O, c1ccc(P(c2ccccc2)c2ccccc2)cc1, OCc1csc(-c2cccnc2)n1. Yields the product CCC(C)C(C(=O)OC(C)(C)C)N1CC(=O)N(Cc2csc(-c3cccnc3)n2)C1=O. Reaction SMILES: [C:1]([CH3:2])([CH3:3])([CH3:4])[O:5][C:6]([CH:7]([CH:8]([CH2:9][CH3:10])[CH3:11])[N:12]1[C:13](=[O:18])[NH:14][C:15](=[O:17])[CH2:16]1)=[O:19].[Cl:64][CH2:65][Cl:66].[O:52]=[C:53]([O:54][CH2:55][CH3:56])[N:57]=[N:58][C:59]([O:60][CH2:61][CH3:62])=[O:63].[OH2:67].[c:33]1([P:34]([c:35]2[cH:36][cH:37][cH:38][cH:39][cH:40]2)[c:41]2[cH:42][cH:43][cH:44][cH:45][cH:46]2)[cH:47][cH:48][cH:49][cH:50][cH:51]1.[n:20]1[cH:21][c:22](-[c:26]2[s:27][cH:28][c:29]([CH2:31][OH:32])[n:30]2)[cH:23][cH:24][cH:25]1>>[C:1]([CH3:2])([CH3:3])([CH3:4])[O:5][C:6]([CH:7]([CH:8]([CH2:9][CH3:10])[CH3:11])[N:12]1[C:13](=[O:18])[N:14]([CH2:31][c:29]2[cH:28][s:27][c:26](-[c:22]3[cH:21][n:20][cH:25][cH:24][cH:23]3)[n:30]2)[C:15](=[O:17])[CH2:16]1)=[O:19]. Starting materials: CSC1=CC(=NC(=C1)N)N (4-methylsulfanyl-pyridine-2,6-diamine), ICCF (1-iodo-2-fluoroethane), C(=O)([O-])[O-].[Cs+].[Cs+] (Cs2CO3). The solvent is C(C)#N (acetonitrile). The product is FCCNC1=NC(=CC(=C1)SC)N (N-(2-Fluoro-ethyl)-4-methylsulfanyl-pyridine-2,6-diamine). As a reaction SMILES: [CH3:1][S:2][C:3]1[CH:8]=[C:7]([NH2:9])[N:6]=[C:5]([NH2:10])[CH:4]=1.I[CH2:12][CH2:13][F:14].C([O-])([O-])=O.[Cs+].[Cs+]>C(#N)C>[F:14][CH2:13][CH2:12][NH:10][C:5]1[CH:4]=[C:3]([S:2][CH3:1])[CH:8]=[C:7]([NH2:9])[N:6]=1 |f:2.3.4|. Procedure: In a glass vessel were mixed together the above prepared 4-methylsulfanyl-pyridine-2,6-diamine (0.100 g, 0.644 mmol), 1-iodo-2-fluoroethane, 0.123 g, 1.10 eq.), and 1.2 eq. of Cs2CO3 (0.252 g) in 1.0 mL of abs. acetonitrile, and the mixture allowed to react for 1 h at 125° C. in a microwave oven. Cooling, pouring onto crashed ice, twofold extraction with AcOEt, washing with water and brine, drying over sodium sulfate, and evaporation of the solvents, followed by flash chromatography (SiO2, hexan...